Dataset: the Open Reaction Database (ORD), a public repository of structured organic reaction records. Task: describe an organic reaction: reactants, conditions, products, and yield Reaction SMILES: [CH2:30]([Cl:31])[Cl:32].[CH3:40][CH2:41][OH:42].[Cl:33][S:34](=[O:35])(=[O:36])[OH:37].[Na+:39].[O:1]=[C:2]([CH:3]([OH:4])[CH:5]([OH:6])[CH:7]([OH:8])[CH:9]([OH:10])[CH2:11][OH:12])[NH:13][CH2:14][CH2:15][CH2:16][O:17][CH2:18][CH2:19][CH2:20][CH2:21][CH2:22][CH2:23][CH2:24][CH2:25][CH2:26][CH2:27][CH2:28][CH3:29].[OH-:38]>>[Na+:39].[O:1]=[C:2]([CH:3]([O:4][S:34](=[O:35])(=[O:36])[O-:37])[CH:5]([OH:6])[CH:7]([OH:8])[CH:9]([OH:10])[CH2:11][OH:12])[NH:13][CH2:14][CH2:15][CH2:16][O:17][CH2:18][CH2:19][CH2:20][CH2:21][CH2:22][CH2:23][CH2:24][CH2:25][CH2:26][CH2:27][CH2:28][CH3:29]. Product: [Na+], CCCCCCCCCCCCOCCCNC(=O)C(OS(=O)(=O)[O-])C(O)C(O)C(O)CO. Reactants: ClCCl, CCO, O=S(=O)(O)Cl, [Na+], CCCCCCCCCCCCOCCCNC(=O)C(O)C(O)C(O)C(O)CO, [OH-]. Reactants: aqueous solution, C(C)(C)(C)OO (t-BuOOH), CC(C)(C)O (t-BuOH), C(CCCCCCCCCCC\C=C/CCCCCCCC)(=O)N (erucamide), solution, S(=O)(O)[O-].[Na+] (sodium hydrogensulfite), C(C)(=O)[O-].C(C)[N+](CC)(CC)CC (tetraethyl ammonium acetate). Reagents/catalysts: [Os](=O)(=O)(=O)=O (osmium tetraoxide). The solvent is CC(=O)C (acetone). Reaction conditions: time 5 day. The product is OC(CCCCCCCCCCCC(=O)N)C(CCCCCCCC)O (13,14-dihydroxydocosanamide). Yield: 33.0%. RXN SMILES: [C:1]([NH2:24])(=[O:23])[CH2:2][CH2:3][CH2:4][CH2:5][CH2:6][CH2:7][CH2:8][CH2:9][CH2:10][CH2:11][CH2:12]/[CH:13]=C\CCCCCCCC.[C:25]([O-:28])(=O)[CH3:26].C([N+]([CH2:36][CH3:37])(CC)CC)C.[C:38](OO)([CH3:41])([CH3:40])C.S([O-])(O)=[O:45].[Na+].[CH3:49][C:50](O)(C)C>[Os](=O)(=O)(=O)=O.CC(C)=O>[OH:45][CH:13]([CH:25]([OH:28])[CH2:26][CH2:49][CH2:50][CH2:40][CH2:38][CH2:41][CH2:36][CH3:37])[CH2:12][CH2:11][CH2:10][CH2:9][CH2:8][CH2:7][CH2:6][CH2:5][CH2:4][CH2:3][CH2:2][C:1]([NH2:24])=[O:23] |f:1.2,4.5|. Reported procedure: To an acetone (150 ml) solution consisting of erucamide (2 g), tetraethyl ammonium acetate (250 mg) and a 70% aqueous solution (1.3 ml) of t-BuOOH was added a 0.5% t-BuOH solution (0.5 ml) of osmium tetraoxide. The mixture was stirred at room temperature for five days. To the reaction mixture was added a 10% solution of sodium hydrogensulfite (30 ml), and the mixture was stirred for 30 minutes. The reaction mixture was subjected to filtration to collect crystals, then the crystals were washed wi...